This data is from the Open Reaction Database (ORD), a public repository of structured organic reaction records. The task is: describe an organic reaction: reactants, conditions, products, and yield Starting materials: CC(=O)OC1CSC(Br)C(OC(C)=O)C1OC(C)=O, O=[N+]([O-])c1ccc(S)cc1, O=[Zn]. Yields the product CC(=O)OC1CSC(Sc2ccc([N+](=O)[O-])cc2)C(OC(C)=O)C1OC(C)=O. Reaction SMILES: [C:11]([CH3:12])(=[O:13])[O:14][CH:15]1[CH:16]([Br:29])[S:17][CH2:18][CH:19]([O:25][C:26]([CH3:27])=[O:28])[CH:20]1[O:21][C:22]([CH3:23])=[O:24].[N+:1](=[O:2])([O-:3])[c:4]1[cH:5][cH:6][c:7]([SH:10])[cH:8][cH:9]1.[O:30]=[Zn:31]>>[N+:1](=[O:2])([O-:3])[c:4]1[cH:5][cH:6][c:7]([S:10][CH:16]2[CH:15]([O:14][C:11]([CH3:12])=[O:13])[CH:20]([O:21][C:22]([CH3:23])=[O:24])[CH:19]([O:25][C:26]([CH3:27])=[O:28])[CH2:18][S:17]2)[cH:8][cH:9]1. Reactants: CC(C)(C)OC(=O)N1CCC(N)CC1, CS(=O)(=O)c1ccc(Nc2ncnc(Cl)c2[N+](=O)[O-])cc1, [K+], [K+], O=C([O-])[O-], CN(C)C=O, c1cncnc1. Product: CC(C)(C)OC(=O)N1CCC(Nc2ncnc(Nc3ccc(S(C)(=O)=O)cc3)c2[N+](=O)[O-])CC1. As a reaction SMILES: [C:28]([CH3:29])([CH3:30])([CH3:31])[O:32][C:33](=[O:34])[N:35]1[CH2:36][CH2:37][CH:38]([NH2:41])[CH2:39][CH2:40]1.[Cl:7][c:8]1[c:9]([N+:25](=[O:26])[O-:27])[c:10]([NH:14][c:15]2[cH:16][cH:17][c:18]([S:21](=[O:22])(=[O:23])[CH3:24])[cH:19][cH:20]2)[n:11][cH:12][n:13]1.[K+:42].[K+:43].[O-:44][C:45]([O-:46])=[O:47].[O:48]=[CH:49][N:50]([CH3:51])[CH3:52].[cH:1]1[cH:2][n:3][cH:4][n:5][cH:6]1>>[c:8]1([NH:41][CH:38]2[CH2:37][CH2:36][N:35]([C:33]([O:32][C:28]([CH3:29])([CH3:30])[CH3:31])=[O:34])[CH2:40][CH2:39]2)[c:9]([N+:25](=[O:26])[O-:27])[c:10]([NH:14][c:15]2[cH:16][cH:17][c:18]([S:21](=[O:22])(=[O:23])[CH3:24])[cH:19][cH:20]2)[n:11][cH:12][n:13]1.